Dataset: the Open Reaction Database (ORD), a public repository of structured organic reaction records. Task: describe an organic reaction: reactants, conditions, products, and yield Starting materials: ClCC#N (chloroacetonitrile), ice water, [H-].[Na+] (sodium hydride), C1(=CC=CC=C1)C1=C(NC2=CC=C(C=C12)Cl)C(=O)OCC (ethyl 3-phenyl-5-chloroindole-2-carboxylate). Run in CN(C=O)C (DMF), CN(C=O)C (dimethyl formamide). Reaction conditions: time 8 hour. The product is C(#N)CN1C(=C(C2=CC(=CC=C12)Cl)C1=CC=CC=C1)C(=O)OCC (Ethyl 1-cyanomethyl-3-phenyl-5-chloroindole-2-carboxylate). As a reaction SMILES: [H-].[Na+].[C:3]1([C:9]2[C:17]3[C:12](=[CH:13][CH:14]=[C:15]([Cl:18])[CH:16]=3)[NH:11][C:10]=2[C:19]([O:21][CH2:22][CH3:23])=[O:20])[CH:8]=[CH:7][CH:6]=[CH:5][CH:4]=1.Cl[CH2:25][C:26]#[N:27]>CN(C)C=O>[C:26]([CH2:25][N:11]1[C:12]2[C:17](=[CH:16][C:15]([Cl:18])=[CH:14][CH:13]=2)[C:9]([C:3]2[CH:4]=[CH:5][CH:6]=[CH:7][CH:8]=2)=[C:10]1[C:19]([O:21][CH2:22][CH3:23])=[O:20])#[N:27] |f:0.1|. Reported procedure: To a suspension of sodium hydride (from 7.2 gms., 0.15 mole 50% sodium hydride dispersed in mineral oil) in 125 ml fresh dimethyl formamide (DMF) is added ethyl 3-phenyl-5-chloroindole-2-carboxylate (45 gms, 0.15 mole), as a dry powder, in portions. The reaction is exothermic and requires a water bath to maintain the temperature between 45°-50° C. After stirring 15-20 minutes (at 35° C), chloroacetonitrile (12 grams, 0.15 mole) in 25 ml DMF is added slowly. The temperature rises to 45° C and the... The reactants are C1(=CC=CC=C1)P(C1=CC=CC=C1)C1=CC=CC=C1 (triphenylphosphine), C(Cl)(Cl)(Cl)Cl (carbon tetrachloride), ClC1=CC=C2C=C(C(=C(C2=C1)O)C)CO (7-chloro-3-hydroxymethyl-2-methyl-naphthalen-1-ol). Solvent: O1CCCC1 (tetrahydrofuran). Run at time 20 minute. The product is ClC1=CC=C2C=C(C(=C(C2=C1)O)C)CCl (7-chloro-3-chloromethyl-2-methyl-naphthalen-1-ol). Isolated yield 96.0%. As a reaction SMILES: C1(P(C2C=CC=CC=2)C2C=CC=CC=2)C=CC=CC=1.[C:20]([Cl:24])(Cl)(Cl)Cl.[Cl:25][C:26]1[CH:35]=[C:34]2[C:29]([CH:30]=[C:31](CO)[C:32]([CH3:37])=[C:33]2[OH:36])=[CH:28][CH:27]=1>O1CCCC1>[Cl:25][C:26]1[CH:35]=[C:34]2[C:29]([CH:30]=[C:31]([CH2:20][Cl:24])[C:32]([CH3:37])=[C:33]2[OH:36])=[CH:28][CH:27]=1. Reported procedure: To a solution of triphenylphosphine (20 g, 75.6 mmol) in anhydrous tetrahydrofuran (165 mL) was added carbon tetrachloride (50 mL). After the mixture was stirred at room temperature for 20 minutes, 7-chloro-3-hydroxymethyl-2-methyl-naphthalen-1-ol (8.4 g, 37.8 mmol) was added as a solid under a nitrogen atmosphere. After being stirred at reflux for 2 hours, the resulting mixture was cooled to room temperature, and concentrated in vacuo. The residue was purified by column chromatography (elution ...